Dataset: the Open Reaction Database (ORD), a public repository of structured organic reaction records. Task: describe an organic reaction: reactants, conditions, products, and yield The reactants are [Al+3], C1CCOC1, CC(C)(C)OC(=O)NC(COS(C)(=O)=O)CC1CCCCO1, [H-], [H-], [H-], [H-], [Li+], [N-]=[N+]=[N-], [N-]=[N+]=[N-], [Na+], CN(C)C=O, O. Product: CC(C)(C)OC(=O)NC(CN)CC1CCCCO1. Reaction SMILES: [Al+3:31].[CH2:41]1[O:42][CH2:43][CH2:44][CH2:45]1.[CH3:1][S:2]([O:3][CH2:6][CH:7]([CH2:8][CH:9]1[O:10][CH2:11][CH2:12][CH2:13][CH2:14]1)[NH:15][C:16](=[O:17])[O:18][C:19]([CH3:20])([CH3:21])[CH3:22])(=[O:4])=[O:5].[H-:30].[H-:33].[H-:34].[H-:35].[Li+:32].[N-:24]=[N+:25]=[N-:26].[N-:27]=[N+:28]=[N-:29].[Na+:23].[O:36]=[CH:37][N:38]([CH3:39])[CH3:40].[OH2:46]>>[CH2:6]([CH:7]([CH2:8][CH:9]1[O:10][CH2:11][CH2:12][CH2:13][CH2:14]1)[NH:15][C:16](=[O:17])[O:18][C:19]([CH3:20])([CH3:21])[CH3:22])[NH2:24]. Starting materials: OO (hydrogen peroxide), O (water), ClC1=CC=C(C=C1)SC1=CC=C(C=C1)[N+](=O)[O-] (1-(4-chlorophenylthio)-4-nitrobenzene), C(C)(=O)O (acetic acid). Reaction conditions: temperature 75 celsius. Yields the product ClC1=CC=C(C=C1)S(=O)(=O)C1=CC=C(C=C1)[N+](=O)[O-] (1-(4-chlorobenzene sulfonyl)-4-nitrobenzene). RXN SMILES: OO.[Cl:3][C:4]1[CH:9]=[CH:8][C:7]([S:10][C:11]2[CH:16]=[CH:15][C:14]([N+:17]([O-:19])=[O:18])=[CH:13][CH:12]=2)=[CH:6][CH:5]=1.C(O)(=[O:22])C.[OH2:24]>>[Cl:3][C:4]1[CH:5]=[CH:6][C:7]([S:10]([C:11]2[CH:16]=[CH:15][C:14]([N+:17]([O-:19])=[O:18])=[CH:13][CH:12]=2)(=[O:22])=[O:24])=[CH:8][CH:9]=1. Procedure: A 35% aqueous hydrogen peroxide solution (13.6 g) was added dropwise to a mixture composed of 14.0 g of 1-(4-chlorophenylthio)-4-nitrobenzene and 47 mL of acetic acid. The mixed solution was stirred with heating at 70 to 80° C. for 1.5 hr. Thereafter, this reaction solution was cooled and was poured into water, and the precipitated crystals were collected by filtration to give 22.0 g of 1-(4-chlorobenzene sulfonyl)-4-nitrobenzene. The reactants are COC(\C=C\C1=C(C=CC=C1C#CCCCCO)O)=O ((E)-3-[2-Hydroxy-6-(6-hydroxy-1-hexynyl)phenyl]-2-propenoic Acid Methyl Ester), BrCCCCCCCCC(=O)OC (methyl 9-bromononanoate). The product is COC(CCCCCCCCOC1=C(C(=CC=C1)C#CCCCCO)\C=C\C(=O)OC)=O ((E)-9-[3-(6-Hydroxy-1-hexynyl)-2-(3-methoxy-3-oxo-1-propenyl)phenoxy]nonanoic Acid Methyl Ester). The yield is 71.0%. As a reaction SMILES: [CH3:1][O:2][C:3](=[O:20])/[CH:4]=[CH:5]/[C:6]1[C:11]([C:12]#[C:13][CH2:14][CH2:15][CH2:16][CH2:17][OH:18])=[CH:10][CH:9]=[CH:8][C:7]=1[OH:19].Br[CH2:22][CH2:23][CH2:24][CH2:25][CH2:26][CH2:27][CH2:28][CH2:29][C:30]([O:32][CH3:33])=[O:31]>>[CH3:33][O:32][C:30](=[O:31])[CH2:29][CH2:28][CH2:27][CH2:26][CH2:25][CH2:24][CH2:23][CH2:22][O:19][C:7]1[CH:8]=[CH:9][CH:10]=[C:11]([C:12]#[C:13][CH2:14][CH2:15][CH2:16][CH2:17][OH:18])[C:6]=1/[CH:5]=[CH:4]/[C:3]([O:2][CH3:1])=[O:20]. Procedure details: Using the procedure of example 122, (E)-3-[2-hydroxy-6-(6-hydroxy-1-hexynyl)phenyl]-2-propenoic acid methyl ester (example 176) was alkylated with methyl 9-bromononanoate giving the title compound, in 71% yield, as a colorless oil.